Dataset: the Open Reaction Database (ORD), a public repository of structured organic reaction records. Task: describe an organic reaction: reactants, conditions, products, and yield The reactants are CN1C=C(C(C2=CC=C(C=C12)Cl)=O)C=CC(=O)O (1-methyl-7-chloro-4(1H)-quinolone-3-acrylic acid), C([O-])([O-])=O.[Na+].[Na+] (sodium carbonate), S(=O)(=O)(OCC)OCC (diethyl sulphate). Solvent: CN(C)C=O (DMF). Product: CN1C=C(C(C2=CC=C(C=C12)Cl)=O)/C=C/C(=O)OCC (Trans 1-methyl-7-chloro-4(1H)-quinolone-3-acrylic acid, ethyl ester). Reaction SMILES: [CH3:1][N:2]1[C:11]2[C:6](=[CH:7][CH:8]=[C:9]([Cl:12])[CH:10]=2)[C:5](=[O:13])[C:4]([CH:14]=[CH:15][C:16]([OH:18])=[O:17])=[CH:3]1.C(=O)([O-])[O-].[Na+].[Na+].S(OCC)(O[CH2:29][CH3:30])(=O)=O>CN(C=O)C>[CH3:1][N:2]1[C:11]2[C:6](=[CH:7][CH:8]=[C:9]([Cl:12])[CH:10]=2)[C:5](=[O:13])[C:4](/[CH:14]=[CH:15]/[C:16]([O:18][CH2:29][CH3:30])=[O:17])=[CH:3]1 |f:1.2.3|. Procedure: A solution of 1-methyl-7-chloro-4(1H)-quinolone-3-acrylic acid (3.6 g) in dry DMF (150 ml) was stirred with anhydrous sodium carbonate (4.36 g) at 70° C. for one hour. To the reaction mixture was then added diethyl sulphate (5.06 g) dropwise, and then stirring at 70° C. was continued for twelve hours. The reactants are CC(=O)[O-], CC(=O)CC(C)=O, CCO, Cl, Nc1ccccc1C(F)(F)F, O=N[O-], [Na+], [Na+], O. Product: CC(=O)C(=NNc1ccccc1C(F)(F)F)C(C)=O. Reaction SMILES: [CH3:17][C:18](=[O:19])[O-:20].[CH3:21][C:22](=[O:23])[CH2:24][C:25]([CH3:26])=[O:27].[CH3:30][CH2:31][OH:32].[ClH:29].[F:1][C:2]([c:3]1[c:4]([NH2:5])[cH:6][cH:7][cH:8][cH:9]1)([F:10])[F:11].[N:12]([O-:13])=[O:14].[Na+:15].[Na+:16].[OH2:28]>>[F:1][C:2]([c:3]1[c:4]([NH:5][N:12]=[C:24]([C:22]([CH3:21])=[O:23])[C:25]([CH3:26])=[O:27])[cH:6][cH:7][cH:8][cH:9]1)([F:10])[F:11].